describe an organic reaction: reactants, conditions, products, and yield From a dataset of the Open Reaction Database (ORD), a public repository of structured organic reaction records. The reactants are O(C1=CC=CC=C1)CC1OC1 (2-(phenoxymethyl)oxirane), C(C)OCCN1C(=NC=2C1=NC=CC2)CN2CCNCC2 (3-(2-ethoxyethyl) -2-(1-piperazinylmethyl)-3H-imidazo[4,5-b]pyridine). The solvent is CC(C)O (2-propanol). Run at time 20 hour. Yields the product C(C)OCCN1C(=NC=2C1=NC=CC2)CN2CCN(CC2)CC(O)COC2=CC=CC=C2 (4-[[3-(2-ethoxyethyl)-3Himidazo[4,5-b]pyridin-2-yl]methyl]-α-(phenoxymethyl)-1-piperazineethanol). Isolated yield 31.0%. As a reaction SMILES: [O:1]([CH2:8][CH:9]1[CH2:11][O:10]1)[C:2]1[CH:7]=[CH:6][CH:5]=[CH:4][CH:3]=1.[CH2:12]([O:14][CH2:15][CH2:16][N:17]1[C:21]2=[N:22][CH:23]=[CH:24][CH:25]=[C:20]2[N:19]=[C:18]1[CH2:26][N:27]1[CH2:32][CH2:31][NH:30][CH2:29][CH2:28]1)[CH3:13]>CC(O)C>[CH2:12]([O:14][CH2:15][CH2:16][N:17]1[C:21]2=[N:22][CH:23]=[CH:24][CH:25]=[C:20]2[N:19]=[C:18]1[CH2:26][N:27]1[CH2:28][CH2:29][N:30]([CH2:11][CH:9]([CH2:8][O:1][C:2]2[CH:7]=[CH:6][CH:5]=[CH:4][CH:3]=2)[OH:10])[CH2:31][CH2:32]1)[CH3:13]. Procedure details: A mixture of 1.65 parts of 2-(phenoxymethyl)oxirane, 8.9 parts of 3-(2-ethoxyethyl) -2-(1-piperazinylmethyl)-3H-imidazo[4,5-b]pyridine and 40 parts of 2-propanol was stirred for 20 hours at reflux temperature. The reaction mixture was evaporated and the residue was purified by column chromatography over silica gel using a mixture of trichloromethane and methanol (95:5 by volume) as eluent. The pure fractions were collected and the eluent was evaporated. The residue was crystallized from 2,2'-oxy... Reactants: CC=CCBr, C1CCOC1, C[Si](C)(C)[N-][Si](C)(C)C, [Cl-], O=C1CCC(c2ccc(F)cc2)O1, [Li+], [NH4+]. The product is CC=CCC1CC(c2ccc(F)cc2)OC1=O. RXN SMILES: [Br:24][CH2:25][CH:26]=[CH:27][CH3:28].[CH2:31]1[O:32][CH2:33][CH2:34][CH2:35]1.[CH3:1][Si:2]([N-:3][Si:4]([CH3:5])([CH3:6])[CH3:7])([CH3:8])[CH3:9].[Cl-:29].[F:11][c:12]1[cH:13][cH:14][c:15]([CH:18]2[CH2:19][CH2:20][C:21](=[O:23])[O:22]2)[cH:16][cH:17]1.[Li+:10].[NH4+:30]>>[F:11][c:12]1[cH:13][cH:14][c:15]([CH:18]2[CH2:19][CH:20]([CH2:25][CH:26]=[CH:27][CH3:28])[C:21](=[O:23])[O:22]2)[cH:16][cH:17]1. The reactants are NC=1C=C2C(=NN(C2=CC1)C(=O)OC(C)(C)C)C (5-amino-N-tert-butoxycarbonyl-3-methyl-1H-indazole), solid, O1CCCC1 (tetrahydrofuran), CS(=O)(=O)C1=C(C=CC=C1)S(=O)(=O)Cl (2-methylsulfonylbenzenesulfonyl chloride). Solvent: C(C)N(CC)CC (triethylamine). Yields the product C(C)(C)(C)OC(=O)N1N=C(C2=CC(=CC=C12)NS(=O)(=O)C1=C(C=CC=C1)S(=O)(=O)C)C (N-(N-tert-butoxycarbonyl-3-methyl-1H-indazol-5-yl)-2-methylsulfonylbenzenesulfonamide). Isolated yield 88.5%. As a reaction SMILES: [NH2:1][C:2]1[CH:3]=[C:4]2[C:8](=[CH:9][CH:10]=1)[N:7]([C:11]([O:13][C:14]([CH3:17])([CH3:16])[CH3:15])=[O:12])[N:6]=[C:5]2[CH3:18].O1CCCC1.[CH3:24][S:25]([C:28]1[CH:33]=[CH:32][CH:31]=[CH:30][C:29]=1[S:34](Cl)(=[O:36])=[O:35])(=[O:27])=[O:26]>C(N(CC)CC)C>[C:14]([O:13][C:11]([N:7]1[C:8]2[C:4](=[CH:3][C:2]([NH:1][S:34]([C:29]3[CH:30]=[CH:31][CH:32]=[CH:33][C:28]=3[S:25]([CH3:24])(=[O:27])=[O:26])(=[O:36])=[O:35])=[CH:10][CH:9]=2)[C:5]([CH3:18])=[N:6]1)=[O:12])([CH3:15])([CH3:17])[CH3:16]. Procedure: N-(N-tert-Butoxycarbonyl-3-methyl-1H-indazol-5-yl)-2-methylsulfonylbenzenesulfonamide can be obtained as described in Example 1 from 0.9 g of 5-amino-N-tert-butoxycarbonyl-3-methyl-1H-indazole, 55 ml of tetrahydrofuran, 1 ml of triethylamine and 1.02 g of 2-methylsulfonylbenzenesulfonyl chloride. 1.5 g of N-(N-tert-butoxycarbonyl-3-methyl-1H-indazol-5-yl)-2-methylsulfonylbenzenesulfonamide are thus obtained in the form of a pink solid melting at 228° C. Starting materials: C(OCCl)(OC1CCCCC1)=O (chloromethyl cyclohexyl carbonate), [I-].[Na+] (sodium iodide). Run in CC(=O)C (acetone). The product is C(OCI)(OC1CCCCC1)=O (Iodomethyl Cyclohexyl Carbonate). Reaction SMILES: [C:1](=[O:12])([O:5][CH:6]1[CH2:11][CH2:10][CH2:9][CH2:8][CH2:7]1)[O:2][CH2:3]Cl.[I-:13].[Na+]>CC(C)=O>[C:1](=[O:12])([O:5][CH:6]1[CH2:11][CH2:10][CH2:9][CH2:8][CH2:7]1)[O:2][CH2:3][I:13] |f:1.2|. Procedure details: A solution of 0.78 g of chloromethyl cyclohexyl carbonate and 1.0 g of sodium iodide in 15 ml of acetone is stirred at room temperature for 16 hours and then concentrated under reduced pressure. The residue is extracted with ether and the solvent is distilled off under reduced pressure to give the title compound as pale yellow oil. Reactants: O (water), C(C(C)C)C1=CC=C(C=C1)C(C(=O)Cl)C (2-(4-isobutylphenyl)propionic acid chloride), CC1=CC=C(CO)C=C1 (p-methylbenzyl alcohol), CN(C)C (trimethylamine). Run in O1CCCC1 (tetrahydrofuran). Yields the product CC1=CC=C(COC(C(C)C2=CC=C(C=C2)CC(C)C)=O)C=C1 (2-(4-isobutylphenyl)propionic acid-p-methylbenzyl ester). The yield is 84.5%. Reaction SMILES: [CH2:1]([C:5]1[CH:10]=[CH:9][C:8]([CH:11]([CH3:15])[C:12](Cl)=[O:13])=[CH:7][CH:6]=1)[CH:2]([CH3:4])[CH3:3].[CH3:16][C:17]1[CH:24]=[CH:23][C:20]([CH2:21][OH:22])=[CH:19][CH:18]=1.CN(C)C.O>O1CCCC1>[CH3:16][C:17]1[CH:24]=[CH:23][C:20]([CH2:21][O:22][C:12](=[O:13])[CH:11]([C:8]2[CH:9]=[CH:10][C:5]([CH2:1][CH:2]([CH3:4])[CH3:3])=[CH:6][CH:7]=2)[CH3:15])=[CH:19][CH:18]=1. Procedure details: To a solution of 5.4 g of 2-(4-isobutylphenyl)propionic acid chloride and 3.5 g of p-methylbenzyl alcohol in 30 ml of tetrahydrofuran was added 3.7 g of trimethylamine, dropwise under cooling, and reacted at room temperature for 2 hours. After the reaction was complete, the crystals produced were removed by filtration. The filtrate was freed of solvent by distillation to leave a residue, to which was added water. The resulting mixture was extracted with ether, and the extract was dehydrated and ... The product is N1N=C(N=C1)SCC1CCCC1 (cyclopentylmethyl 1,2,4-triazol-3-yl sulfide). Reaction SMILES: [CH:1]1([CH2:6]Br)[CH2:5][CH2:4][CH2:3][CH2:2]1.[NH:8]1[CH:12]=[N:11][C:10]([SH:13])=[N:9]1.C[O-].[Na+]>CO>[NH:8]1[CH:12]=[N:11][C:10]([S:13][CH2:6][CH:1]2[CH2:5][CH2:4][CH2:3][CH2:2]2)=[N:9]1 |f:2.3|. Yield: 82.3%. Reported procedure: Cyclopentylmethyl bromide (21 g; 0.13 mol) was added in one portion to 1,2,4-triazole-3-thiol (12.3 g; 0.12 mol) and sodium methoxide (7.1 g; 0.13 mol) in dry methanol (100 ml) under dry nitrogen. The mixture was stirred at room temperature for 3 days, refluxed for 3 h and evaporated. The residue was dissolved in ethyl acetate (200 ml) and water (100 ml), the organic phase separated, washed with water (100 ml), dried (Na2SO4), filtered and evaporated, to afford cyclopentylmethyl 1,2,4-triazol-3-... Reactants: C1(CCCC1)CBr (Cyclopentylmethyl bromide), N1N=C(N=C1)S (1,2,4-triazole-3-thiol), C[O-].[Na+] (sodium methoxide). Reaction conditions: time 3 day. Run in CO (methanol). Starting materials: O=C(n1ccnc1)n1ccnc1, COC(=O)CC(=O)[O-], [Cl-], [Cl-], Cl, [K+], [Mg+2], CN(C)C=O, O=C(O)C=Cc1nccs1. Yields the product COC(=O)CC(=O)C=Cc1nccs1. Reaction SMILES: [C:11]([n:12]1[cH:13][cH:14][n:15][cH:16]1)([n:17]1[cH:18][cH:19][n:20][cH:21]1)=[O:22].[C:27]([CH2:28][C:29]([O-:30])=[O:31])(=[O:32])[O:33][CH3:34].[Cl-:23].[Cl-:25].[ClH:35].[K+:26].[Mg+2:24].[O:36]=[CH:37][N:38]([CH3:39])[CH3:40].[s:1]1[c:2]([CH:6]=[CH:7][C:8](=[O:9])[OH:10])[n:3][cH:4][cH:5]1>>[s:1]1[c:2]([CH:6]=[CH:7][C:8](=[O:10])[CH2:28][C:27](=[O:32])[O:33][CH3:34])[n:3][cH:4][cH:5]1.